From a dataset of the Open Reaction Database (ORD), a public repository of structured organic reaction records. describe an organic reaction: reactants, conditions, products, and yield Starting materials: D4, FC(C1=CC=C(C=N1)O)(F)F (6-(trifluoromethyl)3-pyridinol), FC=1C=C(C=O)C=C(C1F)F (3,4,5-trifluorobenzaldehyde). Product: FC=1C=C(C=O)C=C(C1OC=1C=NC(=CC1)C(F)(F)F)F (3,5-difluoro-4-((6-(trifluoromethyl)-3-pyridinyl)oxy)benzaldehyde). Reaction SMILES: [F:1][C:2]([F:11])([F:10])[C:3]1[N:8]=[CH:7][C:6]([OH:9])=[CH:5][CH:4]=1.[F:12][C:13]1[CH:14]=[C:15]([CH:18]=[C:19]([F:22])[C:20]=1F)[CH:16]=[O:17]>>[F:12][C:13]1[CH:14]=[C:15]([CH:18]=[C:19]([F:22])[C:20]=1[O:9][C:6]1[CH:7]=[N:8][C:3]([C:2]([F:1])([F:10])[F:11])=[CH:4][CH:5]=1)[CH:16]=[O:17]. Procedure: The title compound was prepared by a procedure similar to those described for D4 starting from 6-(trifluoromethyl)3-pyridinol and 3,4,5-trifluorobenzaldehyde. The reactants are NC=1C=C(C=CC1)C1=CC=C2C(=NNC2=C1)C(=O)OCC (ethyl 6-(3-aminophenyl)-1H-indazole-3-carboxylate), FC(C=1C=C(C=CC1)S(=O)(=O)Cl)(F)F (3-trifluoromethylbenzenesulfonyl chloride). Solvent: N1=CC=CC=C1 (pyridine). Reaction conditions: time 3 hour. Yields the product FC(C=1C=C(C=CC1)S(=O)(=O)NC=1C=C(C=CC1)C1=CC=C2C(=NNC2=C1)C(=O)OCC)(F)F (ethyl 6-(3-(3-(trifluoromethyl)phenylsulfonamido)phenyl)-1H-indazole-3-carboxylate). Reaction SMILES: [NH2:1][C:2]1[CH:3]=[C:4]([C:8]2[CH:16]=[C:15]3[C:11]([C:12]([C:17]([O:19][CH2:20][CH3:21])=[O:18])=[N:13][NH:14]3)=[CH:10][CH:9]=2)[CH:5]=[CH:6][CH:7]=1.[F:22][C:23]([F:35])([F:34])[C:24]1[CH:25]=[C:26]([S:30](Cl)(=[O:32])=[O:31])[CH:27]=[CH:28][CH:29]=1>N1C=CC=CC=1>[F:35][C:23]([F:22])([F:34])[C:24]1[CH:25]=[C:26]([S:30]([NH:1][C:2]2[CH:3]=[C:4]([C:8]3[CH:16]=[C:15]4[C:11]([C:12]([C:17]([O:19][CH2:20][CH3:21])=[O:18])=[N:13][NH:14]4)=[CH:10][CH:9]=3)[CH:5]=[CH:6][CH:7]=2)(=[O:31])=[O:32])[CH:27]=[CH:28][CH:29]=1. Procedure: To a stirred solution of ethyl 6-(3-aminophenyl)-1H-indazole-3-carboxylate (10 mg) in pyridine (1 Ml), was added 3-trifluoromethylbenzenesulfonyl chloride (6.3 μl) at room temperature. After 3 h, pyridine was removed by evaporation. Ethyl acetate and water were added and the aqueous layer was extracted with ethyl acetate three times. The combined organic layer was dried over magnesium sulfate and concentrated under reduced pressure. The residue was triturated in ethyl acetate/hexane to give ethy... Starting materials: N(=O)[O-].[Na+] (sodium nitrite), NC=1C=C(C(=NC1)SC)C (5-amino-3-methyl-2-methylsulfanylpyridine), S(O)(O)(=O)=O (sulfuric acid), S(O)(O)(=O)=O (sulfuric acid), [OH-].[Na+] (sodium hydroxide). The solvent is O (water). Conditions: time 20 minute. The product is CC=1C=C(C=NC1SC)O (5-methyl-6-methylsulfanylpyridine-3-ol). The yield is 68.0%. Reaction SMILES: N[C:2]1[CH:3]=[C:4]([CH3:10])[C:5]([S:8][CH3:9])=[N:6][CH:7]=1.S(=O)(=O)(O)[OH:12].N([O-])=O.[Na+].[OH-].[Na+]>O>[CH3:10][C:4]1[CH:3]=[C:2]([OH:12])[CH:7]=[N:6][C:5]=1[S:8][CH3:9] |f:2.3,4.5|. Procedure: A slurry of 5-amino-3-methyl-2-methylsulfanylpyridine (20.3 g, 132 mmol) in 20 wt percent aqueous sulfuric acid (170 mL) was cooled to −2° C. via an ice/salt water bath. A solution of sodium nitrite (9.1 g, 132 mmol) in water (30 mL) was added dropwise, maintaining the internal temperature at or below 1° C. After stirring for an additional 20 minutes, the reaction mixture was cautiously poured in portions into a rapidly stirred, hot (100° C.) solution of 20 wt. percent aqueous sulfuric acid (330... The reactants are CC(C=C)(CC(=C)C)O (3,5-dimethylhexa-1,5-dien-3-ol), dichloro-bis-(benzonitrile) palladium(II), C(C)OCC (diethyl ether). The solvent is O1CCCC1 (tetrahydrofuran). Yields the product CC(CCCC(C)=O)=C (6-methylhept-6-en-2-one). Reaction SMILES: [CH3:1][C:2](O)([CH2:5][C:6](C)=[CH2:7])[CH:3]=C.C([O:12][CH2:13][CH3:14])C>O1CCCC1>[CH3:3][C:2](=[CH2:1])[CH2:5][CH2:6][CH2:7][C:13](=[O:12])[CH3:14]. Procedure: A mixture of 3,5-dimethylhexa-1,5-dien-3-ol (0.126 g; 10-3 mol) and dichloro-bis-(benzonitrile)-palladium(II) (0.0153 g; 0.04.10-3 mol) in tetrahydrofuran (7.5 cc) is kept at a temperature of the order of 20° C. under an inert atmosphere. After a reaction time of 5 hours, diethyl ether (50 cc) is added and the reaction mixture is then washed with water (7×10 cc). After drying of the organic layer over magnesium sulphate and evaporation of the solvent under reduced pressure (20 mm Hg; 2.7 kPa), 6... Yields the product 2.7, O1C(CN2C(=O)N(C=3N=CN(C3C2=O)C)C)C1 (1-(2,3-epoxypropyl)-3,7-dimethylxanthine). Reaction conditions: time 20 hour. Reactants: [Na] (sodium), CN1C(NC(C=2N(C=NC12)CC1=CC=CC=C1)=O)=O (3-methyl-7-benzylxanthine), C(Cl)C1CO1 (epichlorhydrin). Reaction SMILES: [Na].[CH3:2][N:3]1[C:11]2[N:10]=[CH:9][N:8]([CH2:12]C3C=CC=CC=3)[C:7]=2[C:6](=[O:19])[NH:5][C:4]1=[O:20].[CH2:21]([CH:23]1[O:25][CH2:24]1)Cl>>[O:25]1[CH2:24][CH:23]1[CH2:21][N:5]1[C:6](=[O:19])[C:7]2[N:8]([CH3:12])[CH:9]=[N:10][C:11]=2[N:3]([CH3:2])[C:4]1=[O:20] |^1:0|. Isolated yield 77.0%. Procedure: and R═R1═CH3). A suspension of 3 g (0.148 mole) of the sodium salt of 3,7-dimethylxanthine (III, 1-Na salt; R═R1═CH3) and 20 mL of epichlorhydrin is heated while stirring at 65-70° for 20 hours. After cooling, the precipitate is filtered out and washed with methylene chloride. The derived solution of IX in methylene chloride is stripped and the grease-like residue is kneaded in absolute ether, yielding 2.7 (77%) of 1-(2,3-epoxypropyl)-3,7-dimethylxanthine, melting point 115-119°, M+ 236 (J-C. Pa... The reactants are ClC1=C(C(=CC(=C1Cl)C(C1=C(C=CC=C1)F)=O)C=CC)O (2,3-dichloro-6-propenyl-4-(2-fluorobenzoyl)phenol), ClC=1C=C(C(=O)OO)C=CC1 (m-chloroperoxybenzoic acid). Solvent: C(Cl)Cl (methylene chloride). Reaction conditions: time 4 day. Yields the product ClC1=C(C2=C(CC(O2)CO)C=C1C(C1=C(C=CC=C1)F)=O)Cl (6,7-Dichloro-2,3-dihydro-5-(2-fluorobenzoyl)-2-hydroxymethylbenzofuran). RXN SMILES: [Cl:1][C:2]1[C:7]([Cl:8])=[C:6]([C:9](=[O:17])[C:10]2[CH:15]=[CH:14][CH:13]=[CH:12][C:11]=2[F:16])[CH:5]=[C:4]([CH:18]=[CH:19][CH3:20])[C:3]=1[OH:21].ClC1C=C(C=CC=1)C(OO)=[O:27]>C(Cl)Cl>[Cl:8][C:7]1[C:6]([C:9](=[O:17])[C:10]2[CH:15]=[CH:14][CH:13]=[CH:12][C:11]=2[F:16])=[CH:5][C:4]2[CH2:18][CH:19]([CH2:20][OH:27])[O:21][C:3]=2[C:2]=1[Cl:1]. Procedure: A mixture of 2,3-dichloro-6-propenyl-4-(2-fluorobenzoyl)phenol (62.5 g., 0.192 mole) and m-chloroperoxybenzoic acid (47.6 g., 0.22 mole in 550 ml. of methylene chloride was stirred at room temperature for 24 hours. The precipitated m-chlorobenzoic acid was removed by filtration and the filtrate was washed successively with 5% aqueous sodium sulfite and 10% aqueous sodium bicarbonate. The methylene chloride was kept at room temperature for 4 days and then washed with 0.5N NaOH solution. After dry... Starting materials: CC1=CC=NC=2N(C(C=3N(C21)C=CC3)=O)CC(=O)O (2-(1-Methyl-6-oxopyrido[2,3-e]pyrrolo[1,2-a]pyrazin-5(6H)-yl)acetic acid), COC1=CC=C(C=C1)N1CCN(CC1)CCCN (3-(4-(4-methoxyphenyl)piperazin-1-yl)propan-1-amine), C(C)(C)N=C=NC(C)C (Diisopropylcarbodiimide). The reagents and catalysts are CN(C)C=1C=CN=CC1 (DMAP). Solvent: C(Cl)Cl (DCM). Reaction conditions: time 16 hour. Yields the product COC1=CC=C(C=C1)N1CCN(CC1)CCCNC(CN1C(C=2N(C3=C1N=CC=C3C)C=CC2)=O)=O (N-(3-(4-(4-Methoxyphenyl)piperazin-1-yl)propyl)-2-(1-methyl-6-oxopyrido[2,3-e]pyrrolo[1,2-a]pyrazin-5(6H)-yl)acetamide). Isolated yield 51.2%. RXN SMILES: [CH3:1][C:2]1[C:11]2[N:10]3[CH:12]=[CH:13][CH:14]=[C:9]3[C:8](=[O:15])[N:7]([CH2:16][C:17]([OH:19])=O)[C:6]=2[N:5]=[CH:4][CH:3]=1.[CH3:20][O:21][C:22]1[CH:27]=[CH:26][C:25]([N:28]2[CH2:33][CH2:32][N:31]([CH2:34][CH2:35][CH2:36][NH2:37])[CH2:30][CH2:29]2)=[CH:24][CH:23]=1.C(N=C=NC(C)C)(C)C>CN(C1C=CN=CC=1)C.C(Cl)Cl>[CH3:20][O:21][C:22]1[CH:23]=[CH:24][C:25]([N:28]2[CH2:29][CH2:30][N:31]([CH2:34][CH2:35][CH2:36][NH:37][C:17](=[O:19])[CH2:16][N:7]3[C:6]4[N:5]=[CH:4][CH:3]=[C:2]([CH3:1])[C:11]=4[N:10]4[CH:12]=[CH:13][CH:14]=[C:9]4[C:8]3=[O:15])[CH2:32][CH2:33]2)=[CH:26][CH:27]=1. Reported procedure: 2-(1-Methyl-6-oxopyrido[2,3-e]pyrrolo[1,2-a]pyrazin-5(6H)-yl)acetic acid (30 mg, 0.12 mmol), 3-(4-(4-methoxyphenyl)piperazin-1-yl)propan-1-amine (43.6 mg, 0.17 mmol) and DMAP (1.4 mg, 0.012 mmol) were dissolved in 1 mL of DCM. Diisopropylcarbodiimide (0.09 mL, 0.58 mmol) was added. The mixture was stirred at room temperature for 16 hours and the product was purified by silica gel flash chromatography (DCM/MeOH=10:1, Rf=0.5) to give 30 mg (53%) white solid. 1H NMR (400 MHz, CDCl3) δ 8.17 (d, J=4....